The task is: describe an organic reaction: reactants, conditions, products, and yield. This data is from the Open Reaction Database (ORD), a public repository of structured organic reaction records. Reaction SMILES: [CH3:1][N:2]1[S:11](=[O:13])(=[O:12])[C:10]2[CH:9]=[CH:8][CH:7]=[CH:6][C:5]=2[C:4]([OH:14])=[C:3]1[C:15]([NH:17][C:18]1[CH:19]=[CH:20][CH:21]=[CH:22][N:23]=1)=[O:16].C(=O)([O-])[O-].[K+].[K+].[CH3:30][C:31]([CH3:41])([C:37]([O:39][CH3:40])=[O:38])[C:32]([O:34][CH2:35]I)=[O:33].[K+].[Br-]>CC(C)=O>[CH3:40][O:39][C:37]([C:31]([CH3:41])([CH3:30])[C:32]([O:34][CH2:35][O:14][C:4]1[C:5]2[CH:6]=[CH:7][CH:8]=[CH:9][C:10]=2[S:11](=[O:13])(=[O:12])[N:2]([CH3:1])[C:3]=1[C:15]([NH:17][C:18]1[CH:19]=[CH:20][CH:21]=[CH:22][N:23]=1)=[O:16])=[O:33])=[O:38] |f:1.2.3,5.6|. Starting materials: [K+].[Br-] (KBr), CN1C(=C(C=2C=CC=CC2S1(=O)=O)O)C(=O)NC=3C=CC=CN3 (piroxicam), C([O-])([O-])=O.[K+].[K+] (potassium carbonate), CC(C(=O)OCI)(C(=O)OC)C (iodomethyl methyl 2,2-dimethylmalonate). Yields the product COC(=O)C(C(=O)OCOC1=C(N(S(C2=C1C=CC=C2)(=O)=O)C)C(=O)NC2=NC=CC=C2)(C)C (4-[(2-Methoxycarbonyl-2-methylpropionyloxy)-methoxy]-2-methyl-N-(2-pyridyl)-2H-1,2-benzothiazine-3-carboxamide 1,1-Dioxide). The solvent is CC(=O)C (acetone). Reported procedure: To a dry round bottomed flask equipped with a reflux condenser and stirring bar were added piroxicam (1.50 g, 4.53 mmol), potassium carbonate (1.24 g, 8.98 mmol), iodomethyl methyl 2,2-dimethylmalonate (1.48 g, 5.17 mmol) and dry acetone (15 mL). The heterogenous reaction mixture was heated to reflux under a nitrogen atmosphere for 3 hours. Chromatographed title product was isolated according to the method of Example 5, 0.95 g (43.2%) light yellow solid which was recrystallized from toluene-hexa...